Dataset: the Open Reaction Database (ORD), a public repository of structured organic reaction records. Task: describe an organic reaction: reactants, conditions, products, and yield The reactants are CCCC[SnH](CCCC)CCCC, CN1CC=C(CCOc2ccccc2I)CC1, CC(C)(C#N)N=NC(C)(C)C#N, c1ccccc1. The product is CN1CCC2(CCOc3ccccc32)CC1. Reaction SMILES: [CH2:30]([SnH:31]([CH2:32][CH2:33][CH2:34][CH3:35])[CH2:36][CH2:37][CH2:38][CH3:39])[CH2:40][CH2:41][CH3:42].[I:1][c:2]1[c:3]([O:4][CH2:5][CH2:6][C:7]2=[CH:12][CH2:11][N:10]([CH3:13])[CH2:9][CH2:8]2)[cH:14][cH:15][cH:16][cH:17]1.[N:18]#[C:19][C:20]([N:21]=[N:22][C:23]([C:24]#[N:25])([CH3:26])[CH3:27])([CH3:28])[CH3:29].[cH:43]1[cH:44][cH:45][cH:46][cH:47][cH:48]1>>[c:2]12[c:3]([cH:14][cH:15][cH:16][cH:17]1)[O:4][CH2:5][CH2:6][C:7]21[CH2:8][CH2:9][N:10]([CH3:13])[CH2:11][CH2:12]1. The reactants are C(C(C)(C)C)(=O)C1=CC=C(CO)C=C1 (p-pivaloyl benzyl alcohol), [H-].[Al+3].[Li+].[H-].[H-].[H-] (lithium aluminum hydride), S(=O)(=O)([O-])[O-].[Na+].[Na+] (sodium sulfate). Solvent: O1CCCC1 (tetrahydrofuran), O1CCCC1 (tetrahydrofuran). Reaction conditions: time 5 hour. Product: C(C)(C)(C)C(C1=CC=C(C=C1)CO)O (α-t-butyl-p-xylene-α,α'-diol). As a reaction SMILES: [H-].[Al+3].[Li+].[H-].[H-].[H-].[C:7]([C:13]1[CH:20]=[CH:19][C:16]([CH2:17][OH:18])=[CH:15][CH:14]=1)(=[O:12])[C:8]([CH3:11])([CH3:10])[CH3:9].S([O-])([O-])(=O)=O.[Na+].[Na+]>O1CCCC1>[C:8]([CH:7]([OH:12])[C:13]1[CH:14]=[CH:15][C:16]([CH2:17][OH:18])=[CH:19][CH:20]=1)([CH3:11])([CH3:9])[CH3:10] |f:0.1.2.3.4.5,7.8.9|. Reported procedure: A suspension of 2.7 grams (0.070 mole) of lithium aluminum hydride in 170 milliliters of dry tetrahydrofuran is cooled to 0° and treated by dropwise addition with 6.7 grams (0.035 mole) of p-pivaloyl benzyl alcohol in 70 milliliters of dry tetrahydrofuran. The resulting mixture is stirred for 5 hours at room temperature, and then cooled to 0° C. and treated by dropwise addition with saturated sodium sulfate solution. The mixture is filtered and the filter cake is washed thoroughly with tetrahydr... The reactants are BrCCCCCCBr (1,6-dibromohexane), C(CCC)[Li] (butyl lithium), CCCCCC (hexane), COC1=C(C=CC=C1)OC (1,2-dimethoxybenzene). Solvent: O1CCCC1 (tetrahydrofuran), O1CCCC1 (tetrahydrofuran). The product is BrCCCCCCC1=C(C(=CC=C1)OC)OC (1-(6-bromohexyl)-2,3-dimethoxybenzene). Isolated yield 32.0%. Reaction SMILES: C([Li])CCC.CCCCCC.[CH3:12][O:13][C:14]1[CH:19]=[CH:18][CH:17]=[CH:16][C:15]=1[O:20][CH3:21].[Br:22][CH2:23][CH2:24][CH2:25][CH2:26][CH2:27][CH2:28]Br>O1CCCC1>[Br:22][CH2:23][CH2:24][CH2:25][CH2:26][CH2:27][CH2:28][C:16]1[CH:17]=[CH:18][CH:19]=[C:14]([O:13][CH3:12])[C:15]=1[O:20][CH3:21]. Procedure details: A solution of 1.55M butyl lithium in hexane (195 mL, 0.3 mol) was added dropwise over 30 minutes to a stirred solution of 1,2-dimethoxybenzene (41.4 g, 0.3 mol) in 700 mL of anhydrous tetrahydrofuran at room temperature under argon. The reaction mixture was stirred and heated at 40° for 4 hours and then cooled to -70°. A solution of 46 mL (0.3 mol) of 1,6-dibromohexane in 250 mL of anhydrous tetrahydrofuran was added dropwise over 30 minutes. The cooling bath was removed and the reaction mixture... The reactants are S(=O)(=O)(O)[O-].[K+] (potassium hydrogensulfate), C(C1=CC=CC=C1)OC(=O)N1CCN(C(CC1)=O)C(CCO[Si](C)(C)C(C)(C)C)C(=O)OC ((rac)-4-[3-(tert-butyl-dimethyl-silanyloxy)-1-methoxycarbonyl-propyl]-5-oxo-[1,4]diazepane-1-carboxylic acid benzyl ester), C(C1=CC=CC=C1)OC(=O)N1CCN(C(CC1)=O)C(CCO[Si](C)(C)C(C)(C)C)C(=O)OC ((rac)-4-[3-(tert-butyl-dimethyl-silanyloxy)-1-methoxycarbonyl-propyl]-5-oxo-[1,4]diazepane-1-carboxylic acid benzyl ester), [BH4-].[Li+] (lithium borohydride). Run in C(C)O (ethanol). Conditions: temperature 0 celsius, time 1.5 hour. Yields the product C(C1=CC=CC=C1)OC(=O)N1CCN(C(CC1)=O)C(CCO[Si](C)(C)C(C)(C)C)CO ((rac)-4-[3-(tert-Butyl-dimethyl-silanyloxy)-1-hydroxymethyl-propyl]-5-oxo-[1,4]diazepane-1-carboxylic acid benzyl ester). Isolated yield 89.5%. RXN SMILES: [CH2:1]([O:8][C:9]([N:11]1[CH2:17][CH2:16][C:15](=[O:18])[N:14]([CH:19]([C:30](OC)=[O:31])[CH2:20][CH2:21][O:22][Si:23]([C:26]([CH3:29])([CH3:28])[CH3:27])([CH3:25])[CH3:24])[CH2:13][CH2:12]1)=[O:10])[C:2]1[CH:7]=[CH:6][CH:5]=[CH:4][CH:3]=1.[BH4-].[Li+].S([O-])(O)(=O)=O.[K+]>C(O)C>[CH2:1]([O:8][C:9]([N:11]1[CH2:17][CH2:16][C:15](=[O:18])[N:14]([CH:19]([CH2:30][OH:31])[CH2:20][CH2:21][O:22][Si:23]([C:26]([CH3:27])([CH3:29])[CH3:28])([CH3:25])[CH3:24])[CH2:13][CH2:12]1)=[O:10])[C:2]1[CH:3]=[CH:4][CH:5]=[CH:6][CH:7]=1 |f:1.2,3.4|. Procedure details: A solution of 1.53 g (3.20 mmol) of (rac)-4-[3-(tert-butyl-dimethyl-silanyloxy)-1-methoxycarbonyl-propyl]-5-oxo-[1,4]diazepane-1-carboxylic acid benzyl ester (intermediate 5A) in 32 ml of ethanol was treated at 0° C. with 0.14 g (6.40 mmol) of lithium borohydride. The reaction was stirred 10 min at 0° C. and 1.5 h at room temperature, then neutralized with cold 10% aq. potassium hydrogensulfate solution and extracted with diethyl ether (3×). The organic phases were washed with 10% aq. potassium ... The reactants are CCC1CCNCC1, N#CCCl. Yields the product CCC1CCN(CC#N)CC1. As a reaction SMILES: [CH2:1]([CH3:2])[CH:3]1[CH2:4][CH2:5][NH:6][CH2:7][CH2:8]1.[Cl:9][CH2:10][C:11]#[N:12]>>[CH2:1]([CH3:2])[CH:3]1[CH2:4][CH2:5][N:6]([CH2:10][C:11]#[N:12])[CH2:7][CH2:8]1. Reactants: BrC1=CC=C(C=C1)C1=NN(C2=NC=CC=C21)C2=CC=C(C=C2)O (3-(4-bromophenyl)-1-(4-hydroxyphenyl)-1H-pyrazolo[3,4-b]pyridine), CN(C=O)C (dimethylformamide), C(C)N(CCCl)CC (2-diethylaminoethylchloride), C([O-])([O-])=O.[K+].[K+] (potassium carbonate). Run at temperature 100 celsius, time 6 hour. Product: BrC1=CC=C(C=C1)C1=NN(C2=NC=CC=C21)C2=CC=C(C=C2)OCCN(CC)CC.C(\C=C/C(=O)[O-])(=O)[O-] (3-(4-bromophenyl)-1-[4-(2-diethylaminoethoxy)phenyl]-1H-pyrazolo[3,4-b]pyridine·maleate). RXN SMILES: [Br:1][C:2]1[CH:7]=[CH:6][C:5]([C:8]2[C:16]3[C:11](=[N:12][CH:13]=[CH:14][CH:15]=3)[N:10]([C:17]3[CH:22]=[CH:21][C:20]([OH:23])=[CH:19][CH:18]=3)[N:9]=2)=[CH:4][CH:3]=1.[CH2:24]([N:26]([CH2:30][CH3:31])[CH2:27][CH2:28]Cl)[CH3:25].[C:32](=[O:35])([O-:34])[O-].[K+].[K+].CN(C)C=[O:41]>>[Br:1][C:2]1[CH:7]=[CH:6][C:5]([C:8]2[C:16]3[C:11](=[N:12][CH:13]=[CH:14][CH:15]=3)[N:10]([C:17]3[CH:22]=[CH:21][C:20]([O:23][CH2:25][CH2:24][N:26]([CH2:30][CH3:31])[CH2:27][CH3:28])=[CH:19][CH:18]=3)[N:9]=2)=[CH:4][CH:3]=1.[C:20]([O-:23])(=[O:41])/[CH:21]=[CH:22]\[C:32]([O-:34])=[O:35] |f:2.3.4,6.7|. Procedure details: In 60 ml of dimethylformamide were suspended 4.0 g of 3-(4-bromophenyl)-1-(4-hydroxyphenyl)-1H-pyrazolo[3,4-b]pyridine, 1.8 g of 2-diethylaminoethylchloride and 1.7 g of potassium carbonate. The mixture was stirred at 100° C. for 6 hours. After the solvent was distilled off under reduced pressure, the residue was extracted with toluene-water. The organic layer was concentrated. By adding maleic acid, the residue was corverted into the salt. The obtained crude crystals were recrystallized from et...